The task is: describe an organic reaction: reactants, conditions, products, and yield. This data is from the Open Reaction Database (ORD), a public repository of structured organic reaction records. The reactants are C1=2C(=O)OC(NC1=CC=CC2)=O (Isatoic anhydride), CN(N)C (1,1-dimethylhydrazine). Solvent: C(C)O (ethanol). Yields the product CN(NC(C1=C(C=CC=C1)N)=O)C (2-aminobenzoic acid N′,N′-dimethylhydrazide). Yield: 29.2%. As a reaction SMILES: [C:1]12[C:7](=[CH:8][CH:9]=[CH:10][CH:11]=1)[NH:6]C(=O)O[C:2]2=[O:3].[CH3:13][N:14]([CH3:16])[NH2:15]>C(O)C>[CH3:13][N:14]([CH3:16])[NH:15][C:2](=[O:3])[C:1]1[CH:11]=[CH:10][CH:9]=[CH:8][C:7]=1[NH2:6]. Reported procedure: Isatoic anhydride (5.0 g, 30.6 mmol), 35 mL of absolute ethanol and anhydrous 1,1-dimethylhydrazine (2.56 mL, 33.6 mmol) were refluxed for 2 hours. The volatiles were removed in vacuo. The residue was purified by silica gel flash chromatography using 5-10% methanol in dichloromethane. Concentration in vacuo produced 1.60 g of 2-aminobenzoic acid N′,N′-dimethylhydrazide. The reactants are C(C1=CC=CC=C1)S (benzylmercaptan), solid, C([O-])([O-])=O.[K+].[K+] (potassium carbonate), ClC1=C(C=C(C=C1[N+](=O)[O-])[N+](=O)[O-])C(F)(F)F (2-chloro-3,5-dinitrobenzotrifluoride). The solvent is CN(C=O)C (DMF), CN(C=O)C (N,N-dimethylformamide). Run at temperature 0 celsius. The product is C(C1=CC=CC=C1)SC1=C(C=C(C=C1[N+](=O)[O-])[N+](=O)[O-])C(F)(F)F (2-benzylthio-3,5-dinitrobenzotrifluoride). Reaction SMILES: Cl[C:2]1[C:7]([N+:8]([O-:10])=[O:9])=[CH:6][C:5]([N+:11]([O-:13])=[O:12])=[CH:4][C:3]=1[C:14]([F:17])([F:16])[F:15].C(=O)([O-])[O-].[K+].[K+].[CH2:24]([SH:31])[C:25]1[CH:30]=[CH:29][CH:28]=[CH:27][CH:26]=1>CN(C)C=O>[CH2:24]([S:31][C:2]1[C:7]([N+:8]([O-:10])=[O:9])=[CH:6][C:5]([N+:11]([O-:13])=[O:12])=[CH:4][C:3]=1[C:14]([F:17])([F:16])[F:15])[C:25]1[CH:30]=[CH:29][CH:28]=[CH:27][CH:26]=1 |f:1.2.3|. Procedure details: 67.6 g of 2-chloro-3,5-dinitrobenzotrifluoride are dissolved in 150 ml of N,N-dimethylformamide (DMF) and the mixture is treated with 35.9 g of solid potassium carbonate, treated dropwise with 31 g of benzylmercaptan in 200 ml of DMF with stirring at 0° C., and subsequently stirred for a further 16 hours at room temperature, while cooling.